Dataset: the Open Reaction Database (ORD), a public repository of structured organic reaction records. Task: describe an organic reaction: reactants, conditions, products, and yield Starting materials: C(C)(=O)NC1=CC=C(C=C1)CCC(CC(=O)O)(C(C)C)O ((+/−)-3-[2-(4-Acetylaminophenyl)ethyl]-3-hydroxy-4-methylpentanoic Acid), C(C1=CC=CC=C1)N[C@H](C1=CC=CC=C1)C ((S)-N-benzyl-α-methylbenzylamine). Run in C(C)O (Ethanol). Conditions: temperature 20 celsius, time 23 hour. The product is C(C1=CC=CC=C1)N[C@H](C1=CC=CC=C1)C.C(C)(=O)NC1=CC=C(C=C1)CC[C@](CC(=O)O)(C(C)C)O ((S)-3-[2-(4-Acetylaminophenyl)ethyl]-3-hydroxy-4-methylpentanoic Acid (S)-N-Benzyl-α-methylbenzylamine Salt). Isolated yield 43.0%. Reaction SMILES: [C:1]([NH:4][C:5]1[CH:10]=[CH:9][C:8]([CH2:11][CH2:12][C:13]([OH:21])([CH:18]([CH3:20])[CH3:19])[CH2:14][C:15]([OH:17])=[O:16])=[CH:7][CH:6]=1)(=[O:3])[CH3:2].[CH2:22]([NH:29][C@@H:30]([CH3:37])[C:31]1[CH:36]=[CH:35][CH:34]=[CH:33][CH:32]=1)[C:23]1[CH:28]=[CH:27][CH:26]=[CH:25][CH:24]=1>C(O)C>[CH2:22]([NH:29][C@@H:30]([CH3:37])[C:31]1[CH:36]=[CH:35][CH:34]=[CH:33][CH:32]=1)[C:23]1[CH:28]=[CH:27][CH:26]=[CH:25][CH:24]=1.[C:1]([NH:4][C:5]1[CH:6]=[CH:7][C:8]([CH2:11][CH2:12][C@@:13]([OH:21])([CH:18]([CH3:19])[CH3:20])[CH2:14][C:15]([OH:17])=[O:16])=[CH:9][CH:10]=1)(=[O:3])[CH3:2] |f:3.4|. Procedure details: Ethanol (125 g) was added to (+/−)-3-[2-(4-acetylaminophenyl)ethyl]-3-hydroxy-4-methylpentanoic acid (11a, 25 g, 85 mmol) and the resulting solution stirred at 20° C. (S)-N-Benzyl-α-methylbenzylamine (21, 22.5 g, 106 mmol) was added to the solution and the resulting mixture allowed to stir at 20° C. for 23 hours. The mixture was filtered and the product washed with ethanol (10 mL) and vacuum dried at ambient temperature to give (S)-3-[2-(4-acetylaminophenyl)ethyl]-3-hydroxy-4-methylpentanoic aci... Starting materials: CN, CC#N, COC(=O)c1cc(CCl)c(CCl)s1. The product is COC(=O)c1cc2c(s1)CN(C)C2. As a reaction SMILES: [CH3:14][NH2:15].[CH3:16][C:17]#[N:18].[CH3:1][O:2][C:3](=[O:4])[c:5]1[s:6][c:7]([CH2:12][Cl:11])[c:8]([CH2:10][Cl:13])[cH:9]1>>[CH3:1][O:2][C:3](=[O:4])[c:5]1[s:6][c:7]2[c:8]([cH:9]1)[CH2:10][N:15]([CH3:14])[CH2:12]2. Starting materials: C(C1=CC=CC=C1)OC1=C(N(C(=C1OCC1=CC=CC=C1)C(N(C)C)=O)C1=CC=C(C=C1)OCC1=CC=C(C=C1)OC)C(=O)OCC (ethyl 3,4-bis(benzyloxy)-5-(dimethylcarbamoyl)-1-(4-((4-methoxybenzyl)oxy)phenyl)-1H-pyrrole-2-carboxylate), COC1=CC=C(COC2=CC=C(N)C=C2)C=C1 (4-((4-methoxybenzyl)oxy)aniline). Solvent: CC(=O)O (AcOH). Conditions: temperature 105 celsius, time 18 hour. Product: C(C1=CC=CC=C1)OC1=C(N(C(=C1OCC1=CC=CC=C1)C(N(C)C)=O)C1=CC=C(C=C1)O)C(=O)OCC (Ethyl 3,4-bis(benzyloxy)-5-(dimethylcarbamoyl)-1-(4-hydroxyphenyl)-1H-pyrrole-2-carboxylate). Yield: 91.0%. Reaction SMILES: [CH2:1]([O:8][C:9]1[C:13]([O:14][CH2:15][C:16]2[CH:21]=[CH:20][CH:19]=[CH:18][CH:17]=2)=[C:12]([C:22](=[O:26])[N:23]([CH3:25])[CH3:24])[N:11]([C:27]2[CH:32]=[CH:31][C:30]([O:33]CC3C=CC(OC)=CC=3)=[CH:29][CH:28]=2)[C:10]=1[C:43]([O:45][CH2:46][CH3:47])=[O:44])[C:2]1[CH:7]=[CH:6][CH:5]=[CH:4][CH:3]=1.COC1C=CC(COC2C=CC(N)=CC=2)=CC=1>CC(O)=O>[CH2:1]([O:8][C:9]1[C:13]([O:14][CH2:15][C:16]2[CH:21]=[CH:20][CH:19]=[CH:18][CH:17]=2)=[C:12]([C:22](=[O:26])[N:23]([CH3:25])[CH3:24])[N:11]([C:27]2[CH:32]=[CH:31][C:30]([OH:33])=[CH:29][CH:28]=2)[C:10]=1[C:43]([O:45][CH2:46][CH3:47])=[O:44])[C:2]1[CH:7]=[CH:6][CH:5]=[CH:4][CH:3]=1. Procedure details: A solution of ethyl 3,4-bis(benzyloxy)-5-(dimethylcarbamoyl)-1-(4-((4-methoxybenzyl)oxy)phenyl)-1H-pyrrole-2-carboxylate (35) [prepared using the same procedure as Example B except 4-((4-methoxybenzyl)oxy)aniline used in step (i)] (46 mg, 0.07 mmol) in AcOH (5 mL) was stirred at 105° C. for 18 h. The volatiles were removed in vacuo and the residue was purified by silica gel chromatography (4 g, 0-10% MeOH in DCM) to afford ethyl 3,4-bis(benzyloxy)-5-(dimethylcarbamoyl)-1-(4-hydroxyphenyl)-1H-pyr... The reactants are [N-]=[N+]=[N-].[Na+] (Sodium azide), [Cl-].[NH4+] (ammonium chloride), COC1=CC=C(C=C1)C12N(C(C=3N(C1)C=C(C3)C3=NN=NN3)=O)CCN2 (10a-(4-methoxyphenyl)-7-(1H-tetrazol-5-yl)-2,3,10,10a-tetrahydro-1H,5H-imidazo[1,2-a]pyrrolo[1,2-d]pyrazin-5-one), CN(C)C=O (DMF). Run at temperature 120 celsius. Yields the product COC1=CC=C(C=C1)C12N(C(C=3N(C1)C=C(C3)C3=NN=NN3)=O)CCN2C(=O)C=2C(=NOC2)C (10a-(4-methoxyphenyl)-1-[(3-methyl-1,2-oxazol-4-yl)carbonyl]-7-(1H-tetrazol-5-yl)-2,3,10,10a-tetrahydro-1H,5H-imidazo[1,2-a]pyrrolo[1,2-d]pyrazin-5-one). Isolated yield 13.0%. RXN SMILES: [N-]=[N+]=[N-].[Na+].[Cl-].[NH4+:6].[CH3:7][O:8][C:9]1[CH:14]=[CH:13][C:12]([C:15]23[NH:32][CH2:31][CH2:30][N:16]2[C:17](=[O:29])[C:18]2[N:19]([CH:21]=[C:22]([C:24]4[NH:28][N:27]=[N:26][N:25]=4)[CH:23]=2)[CH2:20]3)=[CH:11][CH:10]=1.CN([CH:36]=[O:37])C>>[CH3:7][O:8][C:9]1[CH:14]=[CH:13][C:12]([C:15]23[N:32]([C:9]([C:10]4[C:11]([CH3:12])=[N:6][O:37][CH:36]=4)=[O:8])[CH2:31][CH2:30][N:16]2[C:17](=[O:29])[C:18]2[N:19]([CH:21]=[C:22]([C:24]4[NH:28][N:27]=[N:26][N:25]=4)[CH:23]=2)[CH2:20]3)=[CH:11][CH:10]=1 |f:0.1,2.3|. Reported procedure: Sodium azide (33 mg, 0.51 mmol) and ammonium chloride (27 mg, 0.51 mmol) was added to a solution of 10a-(4-methoxyphenyl)-7-(1H-tetrazol-5-yl)-2,3,10,10a-tetrahydro-1H,5H-imidazo[1,2-a]pyrrolo[1,2-d]pyrazin-5-one (150 mg, 0.43 mmol) in DMF and heated in a sealed tube at 120° C. for 16 hours. The reaction mixture was concentrated and purified by flash chromatography to give 10a-(4-methoxyphenyl)-1-[(3-methyl-1,2-oxazol-4-yl)carbonyl]-7-(1H-tetrazol-5-yl)-2,3,10,10a-tetrahydro-1H,5H-imidazo[1,2-a]... As a reaction SMILES: [Cl:24][CH2:25][c:26]1[n:27][c:28]([CH:31]=[CH:32][c:33]2[cH:34][cH:35][c:36]([F:39])[cH:37][cH:38]2)[o:29][cH:30]1.[H-:22].[Na+:23].[OH:1][c:2]1[cH:3][cH:4][c:5]([CH2:8][CH2:9][CH2:10][CH2:11][n:12]2[c:13]([CH2:17][CH:18]([CH2:19][OH:20])[OH:21])[n:14][cH:15][cH:16]2)[cH:6][cH:7]1>>[O:1]([c:2]1[cH:3][cH:4][c:5]([CH2:8][CH2:9][CH2:10][CH2:11][n:12]2[c:13]([CH2:17][CH:18]([CH2:19][OH:20])[OH:21])[n:14][cH:15][cH:16]2)[cH:6][cH:7]1)[CH2:25][c:26]1[n:27][c:28]([CH:31]=[CH:32][c:33]2[cH:34][cH:35][c:36]([F:39])[cH:37][cH:38]2)[o:29][cH:30]1. Starting materials: Fc1ccc(C=Cc2nc(CCl)co2)cc1, [H-], [Na+], OCC(O)Cc1nccn1CCCCc1ccc(O)cc1. Yields the product OCC(O)Cc1nccn1CCCCc1ccc(OCc2coc(C=Cc3ccc(F)cc3)n2)cc1. The reactants are COC(C1=C(C=C(C=C1)C(=O)NCC1=CC(=CC=C1)O)Cl)=O (2-chloro-4-[[(3-hydroxybenzyl)amino]carbonyl]benzoic acid methyl ester), [OH-].[Na+] (sodium hydroxide), Cl (hydrochloric acid). Run in O (water). Reaction conditions: time 8 hour. The product is ClC1=C(C(=O)O)C=CC(=C1)C(=O)NCC1=CC(=CC=C1)O (2-chloro-4-[[(3-hydroxybenzyl)amino]carbonyl]benzoic acid), ClC=1C=C(C(=O)O)C=CC1C(=O)OC (3-chloro-4-(methoxycarbonyl)benzoic acid). RXN SMILES: [CH3:1][O:2][C:3](=[O:22])[C:4]1[CH:9]=[CH:8][C:7]([C:10]([NH:12][CH2:13][C:14]2[CH:19]=[CH:18][CH:17]=[C:16]([OH:20])[CH:15]=2)=[O:11])=[CH:6][C:5]=1[Cl:21].[OH-:23].[Na+].Cl>O>[Cl:21][C:5]1[CH:6]=[C:7]([C:10]([NH:12][CH2:13][C:14]2[CH:19]=[CH:18][CH:17]=[C:16]([OH:20])[CH:15]=2)=[O:11])[CH:8]=[CH:9][C:4]=1[C:3]([OH:22])=[O:2].[Cl:21][C:5]1[CH:6]=[C:7]([CH:8]=[CH:9][C:4]=1[C:3]([O:2][CH3:1])=[O:22])[C:10]([OH:11])=[O:23] |f:1.2|. Reported procedure: In a 2 L RB flask equipped with a magnetic stirrer, a slurry of crude 2-chloro-4-[[(3-hydroxybenzyl)amino]carbonyl]benzoic acid methyl ester (Example 74; 32 g, 0.10 mol) in water (300 mL) was treated with 1N sodium hydroxide solution (300 mL, 0.3 mol). Most of the solids quickly dissolved and the solution was stirred at room temperature overnight. The mixture was filtered through Celite® to remove undissolved solids (residual N,N-dicyclohexylurea) and the filter cake was washed with water (2×30 ... Reactants: C[S-], CCOC(C)=O, COC(=O)c1ccc(C(F)(F)C(F)(F)F)c(F)c1C, [Na+], CN(C)C=O. Product: COC(=O)c1ccc(C(F)(F)C(F)(F)F)c(SC)c1C. Reaction SMILES: [CH3:25][S-:26].[CH3:28][CH2:29][O:30][C:31](=[O:32])[CH3:33].[F:1][c:2]1[c:3]([CH3:19])[c:4]([C:5](=[O:6])[O:7][CH3:8])[cH:9][cH:10][c:11]1[C:12]([C:13]([F:14])([F:15])[F:16])([F:17])[F:18].[Na+:27].[O:20]=[CH:21][N:22]([CH3:23])[CH3:24]>>[c:2]1([S:26][CH3:25])[c:3]([CH3:19])[c:4]([C:5](=[O:6])[O:7][CH3:8])[cH:9][cH:10][c:11]1[C:12]([C:13]([F:14])([F:15])[F:16])([F:17])[F:18]. Reactants: NC1=NC(=NS1)C(C(=O)NC1[C@@H]2N(C(=C(CS2)C=CCI)C(=O)OC(C2=CC=CC=C2)C2=CC=CC=C2)C1=O)=NOC (diphenylmethyl 7-[2-(5-amino-1,2,4-thiadiazol-3-yl)-2-methoxyiminoacetamido]-3-(3-iodo-1-propen-1-yl)-3-cephem-4-carboxylate), C(C1=CC=NC=C1)(=O)N (isonicotinamide), C(C)(=O)OCC (ethyl acetate). Run in CS(=O)C (DMSO). Run at time 1 hour. Product: NC1=NC(=NS1)C(C(=O)NC1[C@@H]2N(C(=C(CS2)C=CC[N+]2=CC=C(C=C2)C(N)=O)C(=O)[O-])C1=O)=NOC (7-[2-(5-Amino-1,2,4-thiadiazol-3-yl)-2-methoxyiminoacetamido]-3-[3-(4-carbamoylpyridinio)-1-propen-1-yl]-3-cephem-4-carboxylate). Yield: 3.9%. Reaction SMILES: [NH2:1][C:2]1[S:6][N:5]=[C:4]([C:7](=[N:40][O:41][CH3:42])[C:8]([NH:10][CH:11]2[C:38](=[O:39])[N:13]3[C:14]([C:22]([O:24]C(C4C=CC=CC=4)C4C=CC=CC=4)=[O:23])=[C:15]([CH:18]=[CH:19][CH2:20]I)[CH2:16][S:17][C@H:12]23)=[O:9])[N:3]=1.[C:43]([NH2:51])(=[O:50])[C:44]1[CH:49]=[CH:48][N:47]=[CH:46][CH:45]=1.C(OCC)(=O)C>CS(C)=O>[NH2:1][C:2]1[S:6][N:5]=[C:4]([C:7](=[N:40][O:41][CH3:42])[C:8]([NH:10][CH:11]2[C:38](=[O:39])[N:13]3[C:14]([C:22]([O-:24])=[O:23])=[C:15]([CH:18]=[CH:19][CH2:20][N+:47]4[CH:48]=[CH:49][C:44]([C:43](=[O:50])[NH2:51])=[CH:45][CH:46]=4)[CH2:16][S:17][C@H:12]23)=[O:9])[N:3]=1. Reported procedure: To a stirred solution of diphenylmethyl 7-[2-(5-amino-1,2,4-thiadiazol-3-yl)-2-methoxyiminoacetamido]-3-(3-iodo-1-propen-1-yl)-3-cephem-4-carboxylate (IX-1) (E, 716 mg, 1 mmole) in dry DMSO (2 ml) was added isonicotinamide (244 mg, 2 mmoles). The mixture was stirred at room temperature for 1 hour and then poured into ethyl acetate (200 ml). The resulting precipitate was collected by filtration, washed well with ethyl acetate and dried. A stirred mixture of the quaternized material (400 mg) and s... Starting materials: CCCC[N+](CCCC)(CCCC)CCCC, CO, [F-], CC(CCCC(C)C1CCC2C3CC=C4C(C)(C)C(O)CCC4(C)C3CCC12C)CO[Si](C)(C)C(C)(C)C, [SiH3]. Yields the product CC(CO)CCCC(C)C1CCC2C3CC=C4C(C)(C)C(O)CCC4(C)C3CCC12C. RXN SMILES: [CH2:41]([N+:42]([CH2:43][CH2:44][CH2:45][CH3:46])([CH2:47][CH2:48][CH2:49][CH3:50])[CH2:51][CH2:52][CH2:53][CH3:54])[CH2:55][CH2:56][CH3:57].[CH3:58][OH:59].[F-:40].[OH:2][CH:3]1[C:4]([CH3:38])([CH3:39])[C:5]2=[CH:6][CH2:7][CH:8]3[CH:9]4[CH2:10][CH2:11][CH:12]([CH:13]([CH2:14][CH2:15][CH2:16][CH:17]([CH2:18][O:19][Si:20]([C:21]([CH3:22])([CH3:23])[CH3:24])([CH3:25])[CH3:26])[CH3:27])[CH3:28])[C:29]4([CH3:37])[CH2:30][CH2:31][CH:32]3[C:33]2([CH3:36])[CH2:34][CH2:35]1.[SiH3:1]>>[OH:2][CH:3]1[C:4]([CH3:38])([CH3:39])[C:5]2=[CH:6][CH2:7][CH:8]3[CH:9]4[CH2:10][CH2:11][CH:12]([CH:13]([CH2:14][CH2:15][CH2:16][CH:17]([CH2:18][OH:19])[CH3:27])[CH3:28])[C:29]4([CH3:37])[CH2:30][CH2:31][CH:32]3[C:33]2([CH3:36])[CH2:34][CH2:35]1. The reactants are N1C2C(CC1)CN(C2)C(=O)OC(C)(C)C (tert-butyl hexahydropyrrolo[3,4-b]pyrrole-5(1H)-carboxylate), C1=CC=CC=2C3=CC=CC=C3C(C12)COC(=O)ON1C(CCC1=O)=O (N-(9-fluorenylmethoxycarbonyloxy) succinimide), CCN(C(C)C)C(C)C (DIPEA). The solvent is O1CCOCC1 (dioxane). The product is N1(C2C(CC1)CN(C2)C(=O)OC(C)(C)C)C(=O)OCC2C1=CC=CC=C1C=1C=CC=CC21 (1-(9H-fluoren-9-yl)methyl 5-tert-butyl hexahydropyrrolo[3,4-b]pyrrole-1,5-dicarboxylate). RXN SMILES: [NH:1]1[CH2:5][CH2:4][CH:3]2[CH2:6][N:7]([C:9]([O:11][C:12]([CH3:15])([CH3:14])[CH3:13])=[O:10])[CH2:8][CH:2]12.[CH:16]1[C:28]2[CH:27]([CH2:29][O:30][C:31](ON3C(=O)CCC3=O)=[O:32])[C:26]3[C:21](=[CH:22][CH:23]=[CH:24][CH:25]=3)[C:20]=2[CH:19]=[CH:18][CH:17]=1.CCN(C(C)C)C(C)C>O1CCOCC1>[N:1]1([C:31]([O:30][CH2:29][CH:27]2[C:26]3[CH:25]=[CH:24][CH:23]=[CH:22][C:21]=3[C:20]3[C:28]2=[CH:16][CH:17]=[CH:18][CH:19]=3)=[O:32])[CH2:5][CH2:4][CH:3]2[CH2:6][N:7]([C:9]([O:11][C:12]([CH3:15])([CH3:14])[CH3:13])=[O:10])[CH2:8][CH:2]12. Procedure details: A solution of tert-butyl hexahydropyrrolo[3,4-b]pyrrole-5(1H)-carboxylate (424 mg, 2 mmol), N-(9-fluorenylmethoxycarbonyloxy) succinimide (600 mg, 1.8 mmol) and DIPEA (310 mg, 2.4 mmol) in dioxane (20 mL) was stirred at room temperature overnight and then concentrated in vacuo. The residue was treated with EtOAc/H2O, separated, and the aqueous layer was extracted with EtOAc. The combined extracts were washed with brine, dried over Na2SO4, filtered, and concentrated to give the title compound. MS...